Dataset: the Open Reaction Database (ORD), a public repository of structured organic reaction records. Task: describe an organic reaction: reactants, conditions, products, and yield Procedure: 7-chloro-1,2-dihydro-N-(4-methoxyphenyl)-2-oxoquinoline-3-sulfonamide; 5,7-dibromo-1,2-dihydro-N-(4-methoxyphenyl)-2-oxoquinoline-3-sulfonamide; 1,2-dihydro-N-((3-hydroxy-4-methoxyphenyl)-2-oxoquinoline-3-sulfonamide; 7-chloro-1,2-dihydro-N-((3-hydroxy-4-methoxyphenyl)-2-oxoquinoline-3-sulfonamide; 5,7-dibromo-1,2-dihydro-N-((3-hydroxy-4-methoxyphenyl)-2-oxoquinoline-3-sulfonamide; 1,2-dihydro-N-(3-amino-4-fluorophenyl)-2-oxoquinoline-3-sulfonamide; 7-chloro-1,2-dihydro-N-(3-amino-4-fluorophenyl... Yields the product COC1=CC=C(C=C1)NS(=O)(=O)C=1C(NC2=CC=CC=C2C1)=O (1,2-dihydro-N-(4-methoxyphenyl)-2-oxoquinoline-3-sulfonamide). Starting materials: ClC1=CC=C2C=C(C(NC2=C1)=O)S(=O)(=O)NC1=CC=C(C=C1)OC (7-chloro-1,2-dihydro-N-(4-methoxyphenyl)-2-oxoquinoline-3-sulfonamide), OC=1C=C(C=CC1OC)C1=C(C(NC2=CC=CC=C12)=O)S(=O)(=O)N ((3-hydroxy-4-methoxyphenyl)-2-oxoquinoline-3-sulfonamide), 7-chloro-1,2-dihydro-N-(4-bromophenyl)-2-oxoquinoline-3-sulfonxamide, OC=1C=C(C=CC1OC)C1=C(C(NC2=CC=CC=C12)=O)S(=O)(=O)N ((3-hydroxy-4-methoxyphenyl)-2-oxoquinoline-3-sulfonamide), BrC1=C2C=C(C(NC2=CC(=C1)Br)=O)C(=O)NC1=CC(=C(C=C1)F)N (5,7-dibromo-1,2-dihydro-N-(3-amino-4-fluorophenyl)-2-oxoquinoline-3-carboxamide), BrC1=C2C=C(C(NC2=CC(=C1)Br)=O)S(=O)(=O)NC1=CC=C(C=C1)Br (5,7-dibromo-1,2-dihydro-N-(4-bromophenyl)-2-oxoquinoline-3-sulfonamide), BrC1=CC=C(C=C1)NS(=O)(=O)C=1C(NC2=CC=CC=C2C1)=O (1,2-dihydro-N-(4-bromophenyl)-2-oxoquinoline-3-sulfonamide), ClC1=CC=C2C=C(C(NC2=C1)=O)S(=O)(=O)NC1=CC(=C(C=C1)F)N (7-chloro-1,2-dihydro-N-(3-amino-4-fluorophenyl)-2-oxoquinoline-3-sulfonamide), BrC1=C2C=C(C(NC2=CC(=C1)Br)=O)S(=O)(=O)NC1=CC=C(C=C1)OC (5,7-dibromo-1,2-dihydro-N-(4-methoxyphenyl)-2-oxoquinoline-3-sulfonamide), OC=1C=C(C=CC1OC)C1=C(C(NC2=CC=CC=C12)=O)S(=O)(=O)N ((3-hydroxy-4-methoxyphenyl)-2-oxoquinoline-3-sulfonamide), NC=1C=C(C=CC1F)NS(=O)(=O)C=1C(NC2=CC=CC=C2C1)=O (1,2-dihydro-N-(3-amino-4-fluorophenyl)-2-oxoquinoline-3-sulfonamide). As a reaction SMILES: Cl[C:2]1[CH:11]=[C:10]2[C:5]([CH:6]=[C:7]([S:13]([NH:16][C:17]3[CH:22]=[CH:21][C:20]([O:23][CH3:24])=[CH:19][CH:18]=3)(=[O:15])=[O:14])[C:8](=[O:12])[NH:9]2)=[CH:4][CH:3]=1.BrC1C=C(Br)C=C2C=1C=C(S(NC1C=CC(OC)=CC=1)(=O)=O)C(=O)N2.OC1C=C(C2C3C(=CC=CC=3)NC(=O)C=2S(N)(=O)=O)C=CC=1OC.NC1C=C(NS(C2C(=O)NC3C(C=2)=CC=CC=3)(=O)=O)C=CC=1F.ClC1C=C2C(C=C(S(NC3C=CC(F)=C(N)C=3)(=O)=O)C(=O)N2)=CC=1.BrC1C=C(Br)C=C2C=1C=C(C(NC1C=CC(F)=C(N)C=1)=O)C(=O)N2.BrC1C=CC(NS(C2C(=O)NC3C(C=2)=CC=CC=3)(=O)=O)=CC=1.BrC1C=C(Br)C=C2C=1C=C(S(NC1C=CC(Br)=CC=1)(=O)=O)C(=O)N2>>[CH3:24][O:23][C:20]1[CH:21]=[CH:22][C:17]([NH:16][S:13]([C:7]2[C:8](=[O:12])[NH:9][C:10]3[C:5]([CH:6]=2)=[CH:4][CH:3]=[CH:2][CH:11]=3)(=[O:15])=[O:14])=[CH:18][CH:19]=1. Starting materials: COC=1C=C(C(C)N(S(=O)(=O)C2=CC=C(C)C=C2)CC(OC)OC)C=CC1 (3-methoxy-α-methyl-N-(2,2-dimethoxyethyl)-N-tosyl-benzylamine), O1CCOCC1 (dioxane), Cl (hydrochloric acid). Run in O (water). The product is COC1=CC=C2C=CN=C(C2=C1)C (7-methoxy-1-methylisoquinoline). Reaction SMILES: [CH3:1][O:2][C:3]1[CH:4]=[C:5]([CH:25]=[CH:26][CH:27]=1)[CH:6]([N:8]([CH2:19][CH:20](OC)OC)S(C1C=CC(C)=CC=1)(=O)=O)[CH3:7].O1CCOCC1.Cl>O>[CH3:1][O:2][C:3]1[CH:4]=[C:5]2[C:25]([CH:20]=[CH:19][N:8]=[C:6]2[CH3:7])=[CH:26][CH:27]=1. Procedure details: A mixture of 39.3 g. (0.1 mole) of 3-methoxy-α-methyl-N-(2,2-dimethoxyethyl)-N-tosyl-benzylamine, one liter of dioxane and 80 ml. of 6 N hydrochloric acid is refluxed for six hours and allowed to stand for sixteen hours. The mixture is poured into two liters of water and extracted with ether. The aqueous phase is made alkaline with concentrated ammonium hydroxide and extracted with chloroform. The chloroform extract is washed, dried and evaporated to yield 7-methoxy-1-methylisoquinoline. Reactants: ClC1=CC(=C(C(=O)O)C=C1)F (4-chloro-2-fluorobenzoic acid), C1(=CC=CC=C1)[SiH]1CCC(CC1)(C1CCC(CC1)O)CCC=CC (4-(4-phenyl-(3-pentenyl)-4-silacyclohexyl)cyclohexanol). The product is ClC1=CC(=C(C(=O)O[C@@H]2CC[C@H](CC2)C2CC[SiH](CC2)CCCC=C)C=C1)F (trans-(4-(4-(4-pentenyl)-4-silacyclohexyl)cyclohexyl) 4-chloro-2-fluorobenzoate). Reaction SMILES: [Cl:1][C:2]1[CH:10]=[CH:9][C:5]([C:6]([OH:8])=[O:7])=[C:4]([F:11])[CH:3]=1.[C:12]1([SiH:18]2[CH2:23][CH2:22][C:21](CCC=CC)([CH:24]3[CH2:29][CH2:28][CH:27](O)[CH2:26][CH2:25]3)[CH2:20][CH2:19]2)C=[CH:16][CH:15]=[CH:14][CH:13]=1>>[Cl:1][C:2]1[CH:10]=[CH:9][C:5]([C:6]([O:8][C@H:27]2[CH2:26][CH2:25][C@H:24]([CH:21]3[CH2:20][CH2:19][SiH:18]([CH2:12][CH2:13][CH2:14][CH:15]=[CH2:16])[CH2:23][CH2:22]3)[CH2:29][CH2:28]2)=[O:7])=[C:4]([F:11])[CH:3]=1. Procedure details: The general procedure of Example 31 was repeated using 4-chloro-2-fluorobenzoic acid and 4-(4-phenyl-(3-pentenyl)-4-silacyclohexyl)cyclohexanol, thereby obtaining the intended product. Starting materials: Cl.C1(CC1)COC1=C(C=C(C=C1)OC)C=1C2=C(N=CN1)C(=C(N2)C)C(=O)NC2CCNCC2 (4-[2-(cyclopropylmethoxy)-5-methoxyphenyl]-6-methyl-N-piperidin-4-yl-5H-pyrrolo[3,2-d]pyrimidine-7-carboxamide hydrochloride), COCC(=O)Cl (methoxy-acetyl chloride). Product: C1(CC1)COC1=C(C=C(C=C1)OC)C=1C2=C(N=CN1)C(=C(N2)C)C(=O)NC2CCN(CC2)C(COC)=O (4-[2-(Cyclopropylmethoxy)-5-methoxyphenyl]-N-[1-(methoxyacetyl)piperidin-4-yl]-6-methyl-5H-pyrrolo[3,2-d]pyrimidine-7-carboxamide). As a reaction SMILES: Cl.[CH:2]1([CH2:5][O:6][C:7]2[CH:12]=[CH:11][C:10]([O:13][CH3:14])=[CH:9][C:8]=2[C:15]2[C:16]3[NH:23][C:22]([CH3:24])=[C:21]([C:25]([NH:27][CH:28]4[CH2:33][CH2:32][NH:31][CH2:30][CH2:29]4)=[O:26])[C:17]=3[N:18]=[CH:19][N:20]=2)[CH2:4][CH2:3]1.[CH3:34][O:35][CH2:36][C:37](Cl)=[O:38]>>[CH:2]1([CH2:5][O:6][C:7]2[CH:12]=[CH:11][C:10]([O:13][CH3:14])=[CH:9][C:8]=2[C:15]2[C:16]3[NH:23][C:22]([CH3:24])=[C:21]([C:25]([NH:27][CH:28]4[CH2:29][CH2:30][N:31]([C:37](=[O:38])[CH2:36][O:35][CH3:34])[CH2:32][CH2:33]4)=[O:26])[C:17]=3[N:18]=[CH:19][N:20]=2)[CH2:4][CH2:3]1 |f:0.1|. Procedure details: Starting from 4-[2-(cyclopropylmethoxy)-5-methoxyphenyl]-6-methyl-N-piperidin-4-yl-5H-pyrrolo[3,2-d]pyrimidine-7-carboxamide hydrochloride (example D.f23) and commercially available methoxy-acetyl chloride the title compound is obtained as colorless solid. The yield is 65.0%. The solvent is CN(C)C=O (DMF). As a reaction SMILES: [OH:1][C:2]1[CH:9]=[CH:8][C:7]([OH:10])=[CH:6][C:3]=1[CH:4]=[O:5].C([O-])([O-])=O.[K+].[K+].I[CH2:18][CH2:19][C:20]([CH3:23])([CH3:22])[CH3:21]>CN(C=O)C>[CH3:21][C:20]([CH3:23])([CH3:22])[CH2:19][CH2:18][O:10][C:7]1[CH:8]=[CH:9][C:2]([OH:1])=[C:3]([CH:6]=1)[CH:4]=[O:5] |f:1.2.3|. Product: CC(CCOC=1C=CC(=C(C=O)C1)O)(C)C (5-(3,3-dimethylbutoxy)-2-hydroxybenzaldehyde). Conditions: time 10 minute. The reactants are OC1=C(C=O)C=C(C=C1)O (2,5-dihydroxybenzaldehyde), C(=O)([O-])[O-].[K+].[K+] (K2CO3), ICCC(C)(C)C (1-iodo-3,3-dimethylbutane). Procedure: To a solution of the 2,5-dihydroxybenzaldehyde in DMF was added K2CO3 at room temperature and the mixture was stirred for 10 min. To this solution 1-iodo-3,3-dimethylbutane was added. After stirring at 70° C. for 4 h, the solvent was removed under reduced pressure and reaction mixture was diluted with ethyl acetate. After washing with water, the organic layer was dried over Na2SO4 and concentrated under vacuum. The crude product was purified by column chromatography to give desired product in 65... The reactants are ClC=1C=C(C=CC(=O)O)C=CC1Cl (3,4-dichlorocinnamic acid), S(O)(O)(=O)=O (sulfuric acid), ClC=1C=C(C=CC(=O)O)C=CC1Cl (3,4-dichlorocinnamic acid), ice. Solvent: C1=CC=CC=C1 (benzene). Conditions: temperature 90 celsius. The product is ClC=1C=C(C=CC1Cl)C(CC(=O)O)C1=CC=CC=C1 (3-(3′,4′-Dichlorophenyl) 3-Phenylpropanoic Acid), oil. The yield is 96.0%. Reaction SMILES: [Cl:1][C:2]1[CH:3]=[C:4]([CH:10]=[CH:11][C:12]=1[Cl:13])[CH:5]=[CH:6][C:7]([OH:9])=[O:8].S(=O)(=O)(O)O>C1C=CC=CC=1>[Cl:1][C:2]1[CH:3]=[C:4]([CH:5]([C:2]2[CH:3]=[CH:4][CH:10]=[CH:11][CH:12]=2)[CH2:6][C:7]([OH:9])=[O:8])[CH:10]=[CH:11][C:12]=1[Cl:13]. Procedure: A mixture of 3,4-dichlorocinnamic acid (50 g, 0.23 mole), benzene (150 mL) and concentrated sulfuric acid (100 mL) was stirred (using air driven overhead stirrer) in a 500 mL 3-neck round bottom flask while maintaining a reaction temperature of 85-95° C. The progress of the reaction was followed by HPLC. When the level of 3,4-dichlorocinnamic acid was <1% by HPLC (approximately 24 h), the reaction mixture was cooled to room temperature, then slowly poured into ice (300 g). The mixture was stirre... The reactants are N1CCC(CC1)NC(=O)C=1CCOC2=C(C1)C=C(C=C2)C2=CC=C(C=C2)C (N-(4-piperidinyl)-7-(4-methylphenyl)-2,3-dihydro-1-benzooxepine-4-carboxamide), C1(CCCCC1)CC=O (cyclohexylactaldehyde), C(C)(=O)O[BH-](OC(C)=O)OC(C)=O.[Na+] (sodium triacetoxyborohydride). Solvent: ClCCCl (1,2-dichloroethane). Run at time 8 hour. Yields the product C1(CCCCC1)CCN1CCC(CC1)NC(=O)C=1CCOC2=C(C1)C=C(C=C2)C2=CC=C(C=C2)C (N-(1-(2-cyclohexylethyl)piperidin-4-yl)-7-(4-methylphenyl)-2,3-dihydro-1-benzooxepine-4-carboxamide). The yield is 81.8%. RXN SMILES: [NH:1]1[CH2:6][CH2:5][CH:4]([NH:7][C:8]([C:10]2[CH2:11][CH2:12][O:13][C:14]3[CH:20]=[CH:19][C:18]([C:21]4[CH:26]=[CH:25][C:24]([CH3:27])=[CH:23][CH:22]=4)=[CH:17][C:15]=3[CH:16]=2)=[O:9])[CH2:3][CH2:2]1.[CH:28]1([CH2:34][CH:35]=O)[CH2:33][CH2:32][CH2:31][CH2:30][CH2:29]1.C(O[BH-](OC(=O)C)OC(=O)C)(=O)C.[Na+]>ClCCCl>[CH:28]1([CH2:34][CH2:35][N:1]2[CH2:2][CH2:3][CH:4]([NH:7][C:8]([C:10]3[CH2:11][CH2:12][O:13][C:14]4[CH:20]=[CH:19][C:18]([C:21]5[CH:22]=[CH:23][C:24]([CH3:27])=[CH:25][CH:26]=5)=[CH:17][C:15]=4[CH:16]=3)=[O:9])[CH2:5][CH2:6]2)[CH2:33][CH2:32][CH2:31][CH2:30][CH2:29]1 |f:2.3|. Procedure: To N-(4-piperidinyl)-7-(4-methylphenyl)-2,3-dihydro-1-benzooxepine-4-carboxamide (0.15 g) and cyclohexylactaldehyde (0.07 g) dissolved in 1,2-dichloroethane (10 ml) was added under ice cooling sodium triacetoxyborohydride (0.12 g), and the resulting mixture was stirred at room temperature overnight under a nitrogen atmosphere. The reaction mixture was evaporated to remove the solvent, was mixed with a 1 N aqueous solution of sodium hydroxide and was extracted with ethyl acetate. The organic laye... As a reaction SMILES: [CH2:47]([Cl:48])[Cl:49].[CH:2]([CH3:3])([CH3:4])[NH:5][C:6]1([C:10](=[O:11])[NH2:12])[CH2:7][NH:8][CH2:9]1.[CH:38]([N:39]([CH:40]([CH3:41])[CH3:42])[CH2:43][CH3:44])([CH3:45])[CH3:46].[Cl:13][c:14]1[n:15][c:16]([CH3:37])[n:17][c:18]2[n:19]1[n:20][c:21](-[c:30]1[c:31]([Cl:36])[cH:32][cH:33][cH:34][cH:35]1)[c:22]2-[c:23]1[cH:24][cH:25][c:26]([Cl:29])[cH:27][cH:28]1.[ClH:1]>>[CH:2]([CH3:3])([CH3:4])[NH:5][C:6]1([C:10](=[O:11])[NH2:12])[CH2:7][N:8]([c:14]2[n:15][c:16]([CH3:37])[n:17][c:18]3[n:19]2[n:20][c:21](-[c:30]2[c:31]([Cl:36])[cH:32][cH:33][cH:34][cH:35]2)[c:22]3-[c:23]2[cH:24][cH:25][c:26]([Cl:29])[cH:27][cH:28]2)[CH2:9]1. Starting materials: ClCCl, CC(C)NC1(C(N)=O)CNC1, CCN(C(C)C)C(C)C, Cc1nc(Cl)n2nc(-c3ccccc3Cl)c(-c3ccc(Cl)cc3)c2n1, Cl. Yields the product Cc1nc(N2CC(NC(C)C)(C(N)=O)C2)n2nc(-c3ccccc3Cl)c(-c3ccc(Cl)cc3)c2n1. The reactants are BrC1=C(C=C(C=C1C)OCCCS(=O)(=O)C)C (2-Bromo-1,3-dimethyl-5-[3-(methylsulfonyl)propoxy]benzene), OCC=1C=C(C=CC1)B(O)O (3-hydroxymethylphenylboronic acid), P(=O)([O-])([O-])[O-].[K+].[K+].[K+] (Tripotassium phosphate), C(C)(=O)OCC (ethyl acetate). Reagents/catalysts: [Br-].C(CCC)[N+](CCCC)(CCCC)CCCC (tetrabutylammonium bromide), C1(=CC=CC=C1)P(C1=CC=CC=C1)C1=CC=CC=C1 (triphenylphosphine), C(C)(=O)[O-].[Pd+2].C(C)(=O)[O-] (palladium acetate). The solvent is O1CCCC1 (tetrahydrofuran), O (water). Yields the product CC1=C(C(=CC(=C1)OCCCS(=O)(=O)C)C)C1=CC(=CC=C1)CO ({2′,6′-dimethyl-4′-[3-(methylsulfonyl)propoxy]biphenyl-3-yl}methanol). Isolated yield 82.3%. Reaction SMILES: Br[C:2]1[C:7]([CH3:8])=[CH:6][C:5]([O:9][CH2:10][CH2:11][CH2:12][S:13]([CH3:16])(=[O:15])=[O:14])=[CH:4][C:3]=1[CH3:17].[OH:18][CH2:19][C:20]1[CH:21]=[C:22](B(O)O)[CH:23]=[CH:24][CH:25]=1.P([O-])([O-])([O-])=O.[K+].[K+].[K+].C(OCC)(=O)C>[Br-].C([N+](CCCC)(CCCC)CCCC)CCC.O1CCCC1.O.C([O-])(=O)C.[Pd+2].C([O-])(=O)C.C1(P(C2C=CC=CC=2)C2C=CC=CC=2)C=CC=CC=1>[CH3:17][C:3]1[CH:4]=[C:5]([O:9][CH2:10][CH2:11][CH2:12][S:13]([CH3:16])(=[O:15])=[O:14])[CH:6]=[C:7]([CH3:8])[C:2]=1[C:24]1[CH:23]=[CH:22][CH:21]=[C:20]([CH2:19][OH:18])[CH:25]=1 |f:2.3.4.5,7.8,11.12.13|. Procedure details: 2-Bromo-1,3-dimethyl-5-[3-(methylsulfonyl)propoxy]benzene (1.0 g), 3-hydroxymethylphenylboronic acid (0.497 g, 1.05 eq), triphenylphosphine (65.3 mg, 0.08 eq) and tetrabutylammonium bromide (50.2 mg, 0.05 eq) were dissolved in tetrahydrofuran (12 mL). Tripotassium phosphate (1.98 g, 3 eq) dissolved in water (5 mL) was added, and palladium acetate (14.0 mg) was added under a nitrogen atmosphere. The mixture was stirred under heated reflux for 8 hr. To the reaction mixture was added ethyl acetate ... The reactants are Cl.ClC1=C(C=CC=C1C(F)(F)F)[C@@H](C)N ((R)-1-(2-chloro-3-(trifluoromethyl)phenyl)ethanamine hydrochloride), C(C)(C)(C)OC(=O)C1=C(C=CC=C1)C1=CC=C(C=C1)CN1C(=C(C2=CC(=CC=C12)C(=O)O)C)C (1-((2′-(tert-butoxycarbonyl)-[1,1′-biphenyl]-4-yl)methyl)-2,3-dimethyl-1H-indole-5-carboxylic acid). The product is ClC1=C(C=CC=C1C(F)(F)F)[C@@H](C)NC(=O)C=1C=C2C(=C(N(C2=CC1)CC1=CC=C(C=C1)C=1C(=CC=CC1)C(=O)O)C)C ((R)-4′-((5-((1-(2-chloro-3-(trifluoromethyl)phenyl)ethyl)carbamoyl)-2,3-dimethyl-1H-indol-1-yl)methyl)-[1,1′-biphenyl]-2-carboxylic acid). As a reaction SMILES: Cl.[Cl:2][C:3]1[C:8]([C:9]([F:12])([F:11])[F:10])=[CH:7][CH:6]=[CH:5][C:4]=1[C@H:13]([NH2:15])[CH3:14].C([O:20][C:21]([C:23]1[CH:28]=[CH:27][CH:26]=[CH:25][C:24]=1[C:29]1[CH:34]=[CH:33][C:32]([CH2:35][N:36]2[C:44]3[C:39](=[CH:40][C:41]([C:45](O)=[O:46])=[CH:42][CH:43]=3)[C:38]([CH3:48])=[C:37]2[CH3:49])=[CH:31][CH:30]=1)=[O:22])(C)(C)C>>[Cl:2][C:3]1[C:8]([C:9]([F:11])([F:12])[F:10])=[CH:7][CH:6]=[CH:5][C:4]=1[C@H:13]([NH:15][C:45]([C:41]1[CH:40]=[C:39]2[C:44](=[CH:43][CH:42]=1)[N:36]([CH2:35][C:32]1[CH:31]=[CH:30][C:29]([C:24]3[C:23]([C:21]([OH:22])=[O:20])=[CH:28][CH:27]=[CH:26][CH:25]=3)=[CH:34][CH:33]=1)[C:37]([CH3:49])=[C:38]2[CH3:48])=[O:46])[CH3:14] |f:0.1|. Reported procedure: The title compound was prepared following the same general protocol as described in Step 8-9, Example 1, using the (R)-1-(2-chloro-3-(trifluoromethyl)phenyl)ethanamine hydrochloride and the 1-((2′-(tert-butoxycarbonyl)-[1,1′-biphenyl]-4-yl)methyl)-2,3-dimethyl-1H-indole-5-carboxylic acid. ESI-MS (m/z): 605 [M+H]+.